From a dataset of the Open Reaction Database (ORD), a public repository of structured organic reaction records. describe an organic reaction: reactants, conditions, products, and yield The product is C(F)(F)(F)C(F)(F)C(F)(F)OC(F)(C(F)(F)F)C(F)(F)OC(F)(C(F)(F)F)C(=O)F (CF3CF2CF2OCF(CF3)CF2OCF(CF3)COF). Procedure details: FSO2CF2CF2COOCF2CF(CF3)OCF2CF(CF3)OCF2CF2CF3 (3.6 g) obtained in Example 2-5 was charged into a flask together with NaF powder (0.02 g) and heated at 140° C. for 10 hours in an oil bath with vigorous stirring. At the upper portion of the flask, a reflux condenser having the temperature maintained at 20° C. was installed. After cooling, a liquid sample (3.4 g) was recovered. As a result of the analysis by GC-MS, CF3CF2CF2OCF(CF3)CF2OCF(CF3)COF and the title compound were confirmed as the main pro... Reaction conditions: temperature 140 celsius. The reactants are FS(=O)(=O)C(F)(F)C(F)(F)C(=O)OC(F)(F)C(F)(C(F)(F)F)OC(F)(F)C(F)(C(F)(F)F)OC(F)(F)C(F)(F)C(F)(F)F (FSO2CF2CF2COOCF2CF(CF3)OCF2CF(CF3)OCF2CF2CF3), [F-].[Na+] (NaF). Reaction SMILES: FS(C(C(C([O:13][C:14]([C:17]([O:23][C:24]([C:27]([O:33][C:34]([C:37]([C:40]([F:43])([F:42])[F:41])([F:39])[F:38])([F:36])[F:35])([C:29]([F:32])([F:31])[F:30])[F:28])([F:26])[F:25])([C:19]([F:22])([F:21])[F:20])[F:18])(F)[F:15])=O)(F)F)(F)F)(=O)=O.[F-].[Na+]>>[C:40]([C:37]([C:34]([O:33][C:27]([C:24]([O:23][C:17]([C:14]([F:15])=[O:13])([C:19]([F:21])([F:22])[F:20])[F:18])([F:25])[F:26])([C:29]([F:32])([F:31])[F:30])[F:28])([F:36])[F:35])([F:39])[F:38])([F:43])([F:42])[F:41] |f:1.2|. Reactants: [OH-].[K+] (potassium hydroxide), COC(CNC(OCC)=O)OC (ethyl N-(2,2-dimethoxyethyl) -carbamate), [OH-].[K+] (potassium hydroxide), ClC(CI)=C (2-chloroallyl iodide), ClC(CI)=C (2-chloroallyl iodide). Reagents/catalysts: [Cl-].C(C)[N+](CC1=CC=CC=C1)(CC)CC (triethylbenzylammonium chloride), [Cl-].C(C)[N+](CC1=CC=CC=C1)(CC)CC (triethylbenzylammonium chloride). The solvent is C1(=CC=CC=C1)C (toluene). Reaction conditions: time 8 hour. Yields the product ClC(CN(C(OCC)=O)CC(OC)OC)=C (Ethyl N-(2-chloroallyl)-N-(2,2-dimethoxyethyl) -carbamate). Reaction SMILES: [CH3:1][O:2][CH:3]([O:11][CH3:12])[CH2:4][NH:5][C:6](=[O:10])[O:7][CH2:8][CH3:9].[OH-].[K+].[Cl:15][C:16](=[CH2:19])[CH2:17]I>[Cl-].C([N+](CC)(CC)CC1C=CC=CC=1)C.C1(C)C=CC=CC=1>[Cl:15][C:16](=[CH2:17])[CH2:19][N:5]([CH2:4][CH:3]([O:2][CH3:1])[O:11][CH3:12])[C:6](=[O:10])[O:7][CH2:8][CH3:9] |f:1.2,4.5|. Procedure details: 115 g (0.65 mol) of ethyl N-(2,2-dimethoxyethyl) -carbamate, 130 g of powdered potassium hydroxide and 2 g of triethylbenzylammonium chloride are initially introduced into 650 ml of toluene and 142 g (0.7 mol) of 2-chloroallyl iodide are added dropwise at room temperature. After stirring overnight, a gas chromatogram showed incomplete conversion, hence 65 g of powdered potassium hydroxide and 1 g of triethylbenzylammonium chloride were added again and a further 71 g (0.35 mol) of 2-chloroallyl i...